This data is from the Open Reaction Database (ORD), a public repository of structured organic reaction records. The task is: describe an organic reaction: reactants, conditions, products, and yield Reactants: FC1=CC=C(CN)C=C1 (4-fluorobenzylamine), ClC=1C2=C(N=C(N1)C1=NC=CC=C1)SC(=C2)C(F)(F)F (4-chloro-2-(pyridin-2-yl)-6-trifluoromethyl-thieno-[2,3-d]-pyrimidine). The product is N1=C(C=CC=C1)C=1N=C(C2=C(N1)SC(=C2)C(F)(F)F)NCC2=CC=C(C=C2)F (2-(pyridin-2-yl)-4-(4-fluorobenzylamino)-6-trifluoromethyl-thieno-[2,3-d]-pyrimidine). As a reaction SMILES: [F:1][C:2]1[CH:9]=[CH:8][C:5]([CH2:6][NH2:7])=[CH:4][CH:3]=1.Cl[C:11]1[C:12]2[CH:25]=[C:24]([C:26]([F:29])([F:28])[F:27])[S:23][C:13]=2[N:14]=[C:15]([C:17]2[CH:22]=[CH:21][CH:20]=[CH:19][N:18]=2)[N:16]=1>>[N:18]1[CH:19]=[CH:20][CH:21]=[CH:22][C:17]=1[C:15]1[N:16]=[C:11]([NH:7][CH2:6][C:5]2[CH:8]=[CH:9][C:2]([F:1])=[CH:3][CH:4]=2)[C:12]2[CH:25]=[C:24]([C:26]([F:28])([F:29])[F:27])[S:23][C:13]=2[N:14]=1. Procedure details: With the procedure of Example 1, the reaction of 4-fluorobenzylamine with 4-chloro-2-(pyridin-2-yl)-6-trifluoromethyl-thieno-[2,3-d]-pyrimidine yields 2-(pyridin-2-yl)-4-(4-fluorobenzylamino)-6-trifluoromethyl-thieno-[2,3-d]-pyrimidine. Reactants: resultant mixture, OOS(=O)[O-].[K+] (Oxone), C1(=CC=CC=C1)C(CNC1=C2N=CN(C2=NC(=N1)SC)C1OCCCC1)C1=CC=CC=C1 (N-(2,2-diphenylethyl)-2-(methylsulfanyl)-9-(tetrahydro-2H-pyran-2-yl)-9H-purin-6-amine), C(O)([O-])=O.[Na+] (sodium hydrogencarbonate). Run in O (water), CC(=O)C (acetone), O (water). Yields the product C1(=CC=CC=C1)C(CNC1=C2N=CN(C2=NC(=N1)S(=O)(=O)C)C1OCCCC1)C1=CC=CC=C1 (N-(2,2-Diphenylethyl)-2-(methylsulfonyl)-9-(tetrahydro-2H-pyran-2-yl)-9H-purin-6-amine). Isolated yield 75.7%. RXN SMILES: O[O:2][S:3]([O-:5])=O.[K+].[C:7]1([CH:13]([C:33]2[CH:38]=[CH:37][CH:36]=[CH:35][CH:34]=2)[CH2:14][NH:15][C:16]2[N:24]=[C:23](SC)[N:22]=[C:21]3[C:17]=2[N:18]=[CH:19][N:20]3[CH:27]2[CH2:32][CH2:31][CH2:30][CH2:29][O:28]2)[CH:12]=[CH:11][CH:10]=[CH:9][CH:8]=1.[C:39](=O)([O-])O.[Na+]>O.CC(C)=O>[C:33]1([CH:13]([C:7]2[CH:12]=[CH:11][CH:10]=[CH:9][CH:8]=2)[CH2:14][NH:15][C:16]2[N:24]=[C:23]([S:3]([CH3:39])(=[O:5])=[O:2])[N:22]=[C:21]3[C:17]=2[N:18]=[CH:19][N:20]3[CH:27]2[CH2:32][CH2:31][CH2:30][CH2:29][O:28]2)[CH:34]=[CH:35][CH:36]=[CH:37][CH:38]=1 |f:0.1,3.4|. Procedure: A solution of Oxone (trade mark) (potassium peroxymonosulphate) (44 g, 71.7 mmol) in water (200 ml) was added dropwise over 2 hours to a solution of N-(2,2-diphenylethyl)-2-(methylsulfanyl)-9-(tetrahydro-2H-pyran-2-yl)-9H-purin-6-amine (Preparation 3) (25 g, 56.2 mmol) and sodium hydrogencarbonate (20 g, 238 mmol) in acetone (1000 ml) and water (250 ml). The resultant mixture was stirred at room temperature for 24 hours, filtered and the residue washed with acetone. The acetone was removed from ... Starting materials: COC=1C=C(CCl)C=C(C1OC)OC (3,4,5-trimethoxybenzyl chloride), [N+](=O)([O-])C1=C(C=CC=C1)N1CCNCC1 (N-(2-nitrophenyl)-piperazine), C(=O)([O-])[O-].[K+].[K+] (K2CO3). The product is Cl.COC=1C=C(CN2CCN(CC2)C2=C(C=CC=C2)[N+](=O)[O-])C=C(C1OC)OC (N-(3,4,5-trimethoxy-benzyl)-N'-(2-nitrophenyl)-piperazine hydrochloride). Yield: 64.8%. Reaction SMILES: [CH3:1][O:2][C:3]1[CH:4]=[C:5]([CH:8]=[C:9]([O:13][CH3:14])[C:10]=1[O:11][CH3:12])[CH2:6][Cl:7].[N+:15]([C:18]1[CH:23]=[CH:22][CH:21]=[CH:20][C:19]=1[N:24]1[CH2:29][CH2:28][NH:27][CH2:26][CH2:25]1)([O-:17])=[O:16].C([O-])([O-])=O.[K+].[K+]>>[ClH:7].[CH3:1][O:2][C:3]1[CH:4]=[C:5]([CH:8]=[C:9]([O:13][CH3:14])[C:10]=1[O:11][CH3:12])[CH2:6][N:27]1[CH2:28][CH2:29][N:24]([C:19]2[CH:20]=[CH:21][CH:22]=[CH:23][C:18]=2[N+:15]([O-:17])=[O:16])[CH2:25][CH2:26]1 |f:2.3.4,5.6|. Reported procedure: 8.3 g of 3,4,5-trimethoxybenzyl chloride and 4.15 g of N-(2-nitrophenyl)-piperazine and 3.5 g of K2CO3 are reacted and processed according to example 2. 5.5 g of N-(3,4,5-trimethoxy-benzyl)-N'-(2-nitrophenyl)-piperazine hydrochloride is obtained. Starting materials: [Br-], N#CCc1ccccc1Br, CC(=O)[O-], CC(=O)[O-], COc1ccc(B(O)O)cc1, CC(=O)[O-], CCCC[N+](CCCC)(CCCC)CCCC, [Cl-], [K+], [Na+], O, [Pd+2]. The product is COc1ccc(-c2ccccc2CC#N)cc1. Reaction SMILES: [Br-:29].[Br:1][c:2]1[c:3]([CH2:8][C:9]#[N:10])[cH:4][cH:5][cH:6][cH:7]1.[C:47]([O-:48])(=[O:49])[CH3:50].[C:52]([O-:53])(=[O:54])[CH3:55].[CH3:11][O:12][c:13]1[cH:14][cH:15][c:16]([B:19]([OH:20])[OH:21])[cH:17][cH:18]1.[CH3:23][C:24](=[O:25])[O-:26].[CH3:30][CH2:31][CH2:32][CH2:33][N+:34]([CH2:35][CH2:36][CH2:37][CH3:38])([CH2:39][CH2:40][CH2:41][CH3:42])[CH2:43][CH2:44][CH2:45][CH3:46].[Cl-:28].[K+:22].[Na+:27].[OH2:56].[Pd+2:51]>>[c:2]1(-[c:16]2[cH:15][cH:14][c:13]([O:12][CH3:11])[cH:18][cH:17]2)[c:3]([CH2:8][C:9]#[N:10])[cH:4][cH:5][cH:6][cH:7]1. Starting materials: C(=O)(OC)C1=CC=C(C=C1)B(O)O (4-carbomethoxyphenylboronic acid), C([O-])([O-])=O.[Na+].[Na+] (sodium carbonate), BrC1=C(C=C(C=C1)F)F (1-bromo-2,4-difluorobenzene), C1(=CC=CC=C1)P(C1=CC=CC=C1)C1=CC=CC=C1 (triphenylphosphine). Reagents/catalysts: CC(=O)[O-].CC(=O)[O-].[Pd+2] (Pd(OAc)2). The solvent is C(C)(=O)OCC (ethyl acetate). The product is COC(=O)C1=CC=C(C=C1)C1=C(C=C(C=C1)F)F (2′,4′-difluorobiphenyl-4-carboxylic acid methyl ester). Reaction SMILES: [C:1]([C:5]1[CH:10]=[CH:9][C:8](B(O)O)=[CH:7][CH:6]=1)([O:3][CH3:4])=[O:2].Br[C:15]1[CH:20]=[CH:19][C:18]([F:21])=[CH:17][C:16]=1[F:22].C1(P(C2C=CC=CC=2)C2C=CC=CC=2)C=CC=CC=1.C(=O)([O-])[O-].[Na+].[Na+]>C(OCC)(=O)C.CC([O-])=O.CC([O-])=O.[Pd+2]>[CH3:4][O:3][C:1]([C:5]1[CH:10]=[CH:9][C:8]([C:15]2[CH:20]=[CH:19][C:18]([F:21])=[CH:17][C:16]=2[F:22])=[CH:7][CH:6]=1)=[O:2] |f:3.4.5,7.8.9|. Procedure details: Combine 4-carbomethoxyphenylboronic acid (1.021 g, 5.67 mmol), 1-bromo-2,4-difluorobenzene (1.000 g, 5.181 mmol.), Pd(OAc)2 (0.113 g, 0.50 mmol), triphenylphosphine (0.149 g, 0.505 mmol), and sodium carbonate (1.664 g, 0.568 mmol). Purge the reaction vessel with argon. Add dimethylformamide (20 mL) and water (2.0 mL) with stirring. Place sealed reaction in an 80° C. oil bath and allow to stir for 24 hours. Cool reaction to room temperature, dilute with ethyl acetate, and filter through a short p... Starting materials: [Al+3], C1CCOC1, COC(=O)C(F)(F)c1ccccc1, [H-], [H-], [H-], [H-], [Li+]. The product is OCC(F)(F)c1ccccc1. Reaction SMILES: [Al+3:2].[CH2:20]1[O:21][CH2:22][CH2:23][CH2:24]1.[F:7][C:8]([C:9](=[O:10])[O:11][CH3:12])([c:13]1[cH:14][cH:15][cH:16][cH:17][cH:18]1)[F:19].[H-:1].[H-:4].[H-:5].[H-:6].[Li+:3]>>[F:7][C:8]([CH2:9][OH:10])([c:13]1[cH:14][cH:15][cH:16][cH:17][cH:18]1)[F:19]. Reported procedure: To a stirred solution of 4-acetylamino-2-methyl-benzoic acid (25.5 g) in methanol (250 ml) was added conc. H2SO4 (19 ml) dropwise and the reaction heated to reflux. After 2.5 h, the reaction was cooled to rt. NaHCO3 (aq) was added until alkaline and the obtained mixture was extracted with EtOAc. The organic extracts were washed with NaOH(aq) (2 M) 3 times, then dried and concentrated affording 17.6 g of the title compound. Conditions: time 2.5 hour. As a reaction SMILES: C([NH:4][C:5]1[CH:13]=[CH:12][C:8]([C:9]([OH:11])=[O:10])=[C:7]([CH3:14])[CH:6]=1)(=O)C.OS(O)(=O)=O.C([O-])(O)=O.[Na+]>CO>[NH2:4][C:5]1[CH:13]=[CH:12][C:8]([C:9]([OH:11])=[O:10])=[C:7]([CH3:14])[CH:6]=1 |f:2.3|. Yields the product NC1=CC(=C(C(=O)O)C=C1)C (4-Amino-2-methyl-benzoic acid). The solvent is CO (methanol). Yield: 88.2%. The reactants are C(C)(=O)NC1=CC(=C(C(=O)O)C=C1)C (4-acetylamino-2-methyl-benzoic acid), OS(=O)(=O)O (H2SO4), C(=O)(O)[O-].[Na+] (NaHCO3). The reactants are ICC[C@H](O)C1=CC=CC=C1 ((S)-1-iodo-3-phenyl-3-propanol), FC1=CC=C(C=2SCCC21)O (4-fluoro-2,3-dihydrobenzo[b]thiophen-7-ol). Product: FC1=CC=C(C=2SCCC21)O[C@H](CCI)C2=CC=CC=C2 ((1R)-4-Fluoro-7-(3-iodo-1-phenyl-propoxy)-2,3-dihydrobenzo[b]thiophene). Reaction SMILES: [I:1][CH2:2][CH2:3][C@@H:4]([C:6]1[CH:11]=[CH:10][CH:9]=[CH:8][CH:7]=1)[OH:5].[F:12][C:13]1[C:21]2[CH2:20][CH2:19][S:18][C:17]=2[C:16](O)=[CH:15][CH:14]=1>>[F:12][C:13]1[C:21]2[CH2:20][CH2:19][S:18][C:17]=2[C:16]([O:5][C@@H:4]([C:6]2[CH:11]=[CH:10][CH:9]=[CH:8][CH:7]=2)[CH2:3][CH2:2][I:1])=[CH:15][CH:14]=1. Procedure: using (S)-1-iodo-3-phenyl-3-propanol with 4-fluoro-2,3-dihydrobenzo[b]thiophen-7-ol, to give 243 mg of the title compound as a colourless solid: δH (300 MHz, CDCl3) 7.32-7.12 (5H, m, 3-ArH), 6.46-6.27 (3H, m, ArH), 5.15-5.06 (1H, m, CHO), 3.43-3.11 (6H, m CH2CH2HI and SCH2CH2), 2.50-2.31 (1H, m, CHHCH2I) and 2.27-2.09 (1H, m, CHHCH2I). The reactants are CCCCBr, COCCOC, CCO, [K+], [OH-], O=C(O)CCCCCCCCc1ccc(O)cc1. The product is CCCCOc1ccc(CCCCCCCCC(=O)O)cc1. RXN SMILES: [Br:25][CH2:26][CH2:27][CH2:28][CH3:29].[CH2:19]([CH2:20][O:21][CH3:22])[O:23][CH3:24].[CH3:30][CH2:31][OH:32].[K+:34].[OH-:33].[OH:1][c:2]1[cH:3][cH:4][c:5]([CH2:8][CH2:9][CH2:10][CH2:11][CH2:12][CH2:13][CH2:14][CH2:15][C:16](=[O:17])[OH:18])[cH:6][cH:7]1>>[O:1]([c:2]1[cH:3][cH:4][c:5]([CH2:8][CH2:9][CH2:10][CH2:11][CH2:12][CH2:13][CH2:14][CH2:15][C:16](=[O:17])[OH:18])[cH:6][cH:7]1)[CH2:26][CH2:27][CH2:28][CH3:29]. Reactants: Cl.C(C1=CC=CC=C1)NO (N-benzylhydroxylamine hydrochloride), C(C1=CC=CC=C1)=O (benzaldehyde), P(OCC1=CC=CC=C1)(OCC1=CC=CC=C1)[O-] (dibenzyl phosphite), C([O-])(O)=O.[Na+] (sodium bicarbonate). Run in C1CCOC1 (THF). Reaction conditions: temperature 60 celsius. The product is C(C1=CC=CC=C1)N(O)C(C1=CC=CC=C1)P(OCC1=CC=CC=C1)(OCC1=CC=CC=C1)=O (Dibenzyl P-[α-(N-Benzyl-N-hydroxyamino)benzyl]phosphonate), white solid. Yield: 13.0%. Reaction SMILES: Cl.[CH2:2]([NH:9][OH:10])[C:3]1[CH:8]=[CH:7][CH:6]=[CH:5][CH:4]=1.[CH:11](=O)[C:12]1[CH:17]=[CH:16][CH:15]=[CH:14][CH:13]=1.[P:19]([O-:36])([O:28][CH2:29][C:30]1[CH:35]=[CH:34][CH:33]=[CH:32][CH:31]=1)[O:20][CH2:21][C:22]1[CH:27]=[CH:26][CH:25]=[CH:24][CH:23]=1.C(=O)(O)[O-].[Na+]>C1COCC1>[CH2:2]([N:9]([CH:11]([P:19](=[O:36])([O:28][CH2:29][C:30]1[CH:35]=[CH:34][CH:33]=[CH:32][CH:31]=1)[O:20][CH2:21][C:22]1[CH:27]=[CH:26][CH:25]=[CH:24][CH:23]=1)[C:12]1[CH:17]=[CH:16][CH:15]=[CH:14][CH:13]=1)[OH:10])[C:3]1[CH:8]=[CH:7][CH:6]=[CH:5][CH:4]=1 |f:0.1,4.5|. Procedure: Using the procedure of Example 1, the title compound is prepared from 15.0 g (94 mmol) of N-benzylhydroxylamine hydrochloride, 10.6 g (100 mmol) of benzaldehyde, 26.7 g (100 mmol) of dibenzyl phosphite, 3.78 g (45 mmol) of sodium bicarbonate and 300 ml of THF by heating at 60° C. for four hours. The residue is purified by column chromatography (silica gel, 2.5:1 hexane:ethyl acetate eluent) followed by recrystallization from a mixture of methylene chloride and hexane to give 5.6 g (13% yield) of...